Dataset: the Open Reaction Database (ORD), a public repository of structured organic reaction records. Task: describe an organic reaction: reactants, conditions, products, and yield Starting materials: ClC1=CC=C2C=CC(=NC2=C1)C=CC1=CC=C(OCC2=C(OC(CCC(=O)OCC)C(=O)OCC)C=CC=C2)C=C1 (ethyl 4-(2-(4-(2-(7-chloroquinolin-2-yl)ethenyl)phenoxymethyl)phenoxy)-4-carbethoxybutyrate), [OH-].[Na+] (NaOH). The solvent is O1CCOCC1 (dioxane). The product is ClC1=CC=C2C=CC(=NC2=C1)C=CC1=CC=C(OCC2=C(OC(CCC(=O)O)C(=O)O)C=CC=C2)C=C1 (4-(2-(4-(2-(7-chloroquinolin-2-yl)ethenyl)phenoxymethyl)phenoxy)-4-carboxybutyric acid). As a reaction SMILES: [Cl:1][C:2]1[CH:11]=[C:10]2[C:5]([CH:6]=[CH:7][C:8]([CH:12]=[CH:13][C:14]3[CH:41]=[CH:40][C:17]([O:18][CH2:19][C:20]4[CH:39]=[CH:38][CH:37]=[CH:36][C:21]=4[O:22][CH:23]([C:31]([O:33]CC)=[O:32])[CH2:24][CH2:25][C:26]([O:28]CC)=[O:27])=[CH:16][CH:15]=3)=[N:9]2)=[CH:4][CH:3]=1.[OH-].[Na+]>O1CCOCC1>[Cl:1][C:2]1[CH:11]=[C:10]2[C:5]([CH:6]=[CH:7][C:8]([CH:12]=[CH:13][C:14]3[CH:15]=[CH:16][C:17]([O:18][CH2:19][C:20]4[CH:39]=[CH:38][CH:37]=[CH:36][C:21]=4[O:22][CH:23]([C:31]([OH:33])=[O:32])[CH2:24][CH2:25][C:26]([OH:28])=[O:27])=[CH:40][CH:41]=3)=[N:9]2)=[CH:4][CH:3]=1 |f:1.2|. Reported procedure: The crude product is purified by column chromatography to give ethyl 4-(2-(4-(2-(7-chloroquinolin-2-yl)ethenyl)phenoxymethyl)phenoxy)-4-carbethoxybutyrate. The ester is treated with 1N NaOH solution (30 mL) in dioxane overnight. The reaction mixture is then acidified, and purified by flash chromatography which gives 4-(2-(4-(2-(7-chloroquinolin-2-yl)ethenyl)phenoxymethyl)phenoxy)-4-carboxybutyric acid. Starting materials: [OH-].[Na+] (sodium hydroxide), C(C)(=O)NC(C(=O)OCC)(C(=O)OCC)CC1=NC=CN=C1 (diethyl 2-acetylamino-2-(2-pyrazinylmethyl)malonate), Cl (hydrochloric acid). Run at temperature 20 celsius, time 1 hour. Run in C(C)O (ethanol). Isolated yield 79.2%. Yields the product C(C)(=O)NC(C(=O)OCC)CC1=NC=CN=C1 (ethyl (2RS)-2-acetylamino-3-(2-pyrazinyl)propanoate). Procedure: 12 cm3 of 6N sodium hydroxide are added dropwise to a solution of 14 g of diethyl 2-acetylamino-2-(2-pyrazinylmethyl)malonate in 240 cm3 of ethanol and the mixture is then stirred at a temperature in the region of 20° C. After 1 hour, the reaction medium is neutralized with 6 cm3 of 12N hydrochloric acid. After stirring for 2 hours at a temperature in the region of 20° C., the reaction medium is filtered and the filtrates are then concentrated under reduced pressure (1 kPa) at a temperature in t... As a reaction SMILES: [OH-].[Na+].[C:3]([NH:6][C:7]([CH2:18][C:19]1[CH:24]=[N:23][CH:22]=[CH:21][N:20]=1)(C(OCC)=O)[C:8]([O:10][CH2:11][CH3:12])=[O:9])(=[O:5])[CH3:4].Cl>C(O)C>[C:3]([NH:6][CH:7]([CH2:18][C:19]1[CH:24]=[N:23][CH:22]=[CH:21][N:20]=1)[C:8]([O:10][CH2:11][CH3:12])=[O:9])(=[O:5])[CH3:4] |f:0.1|. Reactants: C1(=CC=CC=C1)C1CC(CC(C1)=O)=O (5-phenyl-1,3-cyclohexanedione), C1(=CC=C(C=C1)S(=O)(=O)N=C=O)C (p-toluenesulfonylisocyanate). The solvent is C1=CC=CC=C1 (benzene). The product is C1(=CC=CC=C1)C1CC(C(C(C1)=O)C(NS(=O)(=O)C1=CC=C(C=C1)C)=O)=O (5-PHENYL-2-[N-p-TOLUENESULFONYLCARBAMOYL]-1,3-CYCLOHEXANEDIONE). Reaction SMILES: [C:1]1([CH:7]2[CH2:12][C:11](=[O:13])[CH2:10][C:9](=[O:14])[CH2:8]2)[CH:6]=[CH:5][CH:4]=[CH:3][CH:2]=1.[C:15]1([CH3:27])[CH:20]=[CH:19][C:18]([S:21]([N:24]=[C:25]=[O:26])(=[O:23])=[O:22])=[CH:17][CH:16]=1>C1C=CC=CC=1>[C:1]1([CH:7]2[CH2:8][C:9](=[O:14])[CH:10]([C:25](=[O:26])[NH:24][S:21]([C:18]3[CH:19]=[CH:20][C:15]([CH3:27])=[CH:16][CH:17]=3)(=[O:22])=[O:23])[C:11](=[O:13])[CH2:12]2)[CH:2]=[CH:3][CH:4]=[CH:5][CH:6]=1. Reported procedure: Reaction of equimolar amounts of 5-phenyl-1,3-cyclohexanedione with p-toluenesulfonylisocyanate in benzene according to the procedure of Example 1 affords 5-PHENYL-2-[N-p-TOLUENESULFONYLCARBAMOYL]-1,3-CYCLOHEXANEDIONE, m.p. 163.5°-166° C. (corr.). Starting materials: C1(CCC1)COC1=C2C=C(NC2=CC=C1)C(=O)O (4-Cyclobutylmethoxy-1H-indole-2-carboxylic acid), COC1=C(C=CC=C1)CCO (2-(2-methoxy-phenyl)-ethanol), C(C)OC(=O)C=1NC2=CC=CC(=C2C1)O (4-hydroxy-1H-indole-2-carboxylic acid ethyl ester). Procedure details: 4-[2-(2-Methoxy-phenyl)-ethoxy]-1H-indole-2-carboxylic acid (16j) is synthesized analogous to 16a from 2-(2-methoxy-phenyl)-ethanol and 4-hydroxy-1H-indole-2-carboxylic acid ethyl ester. Reaction SMILES: C1(CO[C:7]2[CH:15]=[CH:14][CH:13]=[C:12]3[C:8]=2[CH:9]=[C:10]([C:16]([OH:18])=[O:17])[NH:11]3)CCC1.[CH3:19][O:20][C:21]1[CH:26]=[CH:25][CH:24]=[CH:23][C:22]=1[CH2:27][CH2:28][OH:29].C(OC(C1NC2C(C=1)=C(O)C=CC=2)=O)C>>[CH3:19][O:20][C:21]1[CH:26]=[CH:25][CH:24]=[CH:23][C:22]=1[CH2:27][CH2:28][O:29][C:7]1[CH:15]=[CH:14][CH:13]=[C:12]2[C:8]=1[CH:9]=[C:10]([C:16]([OH:18])=[O:17])[NH:11]2. The product is COC1=C(C=CC=C1)CCOC1=C2C=C(NC2=CC=C1)C(=O)O (4-[2-(2-methoxy-phenyl)-ethoxy]-1H-indole-2-carboxylic acid). Conditions: temperature 80 celsius. The solvent is CC(CC)=O (2-butanone), O (water). Product: C(C)C1=NN(C(=C1)CC)C1=CC=C(C=C1)OCCCN1CCCC1 (3,5-Diethyl-1-[4-(3-pyrrolidin-1-ylpropoxy)phenyl]-1H-pyrazole). The yield is 9.3%. RXN SMILES: [CH2:1]([C:3]1[CH:7]=[C:6]([CH2:8][CH3:9])[N:5]([C:10]2[CH:15]=[CH:14][C:13]([OH:16])=[CH:12][CH:11]=2)[N:4]=1)[CH3:2].C(=O)([O-])[O-].[K+].[K+].Cl[CH2:24][CH2:25][CH2:26][N:27]1[CH2:31][CH2:30][CH2:29][CH2:28]1>CC(=O)CC.O>[CH2:1]([C:3]1[CH:7]=[C:6]([CH2:8][CH3:9])[N:5]([C:10]2[CH:11]=[CH:12][C:13]([O:16][CH2:24][CH2:25][CH2:26][N:27]3[CH2:31][CH2:30][CH2:29][CH2:28]3)=[CH:14][CH:15]=2)[N:4]=1)[CH3:2] |f:1.2.3|. The reactants are C(C)C1=NN(C(=C1)CC)C1=CC=C(C=C1)O (4-(3,5-diethylpyrazol-1-yl)phenol), C([O-])([O-])=O.[K+].[K+] (potassium carbonate), ClCCCN1CCCC1 (1-(3-chloropropyl)pyrrolidine). Procedure details: To a solution of 4-(3,5-diethylpyrazol-1-yl)phenol (50 mg, 0.23 mmol) in 2-butanone (2 mL) was added potassium carbonate (35 mg, 0.25 mmol) and 1-(3-chloropropyl)pyrrolidine (37 mg, 0.25 mmol). The vial was capped and the reaction was heated overnight at 80° C. After the reaction was diluted with water and extracted with methylene chloride, the organic layer was dried (MgSO4) and concentrated. The residue was purified by semi-prep LC-MS to give 7.0 mg of the desired product. LC-MS (C20H29N3O cal...